Dataset: the Open Reaction Database (ORD), a public repository of structured organic reaction records. Task: describe an organic reaction: reactants, conditions, products, and yield The reactants are COc1ccc(Br)c(C2OCC(C)(C)CO2)c1O, CCN(C(C)C)C(C)C, COCCl, ClCCl. Yields the product COCOc1c(OC)ccc(Br)c1C1OCC(C)(C)CO1. RXN SMILES: [Br:1][c:2]1[c:3]([CH:11]2[O:12][CH2:13][C:14]([CH3:17])([CH3:18])[CH2:15][O:16]2)[c:4]([OH:10])[c:5]([O:8][CH3:9])[cH:6][cH:7]1.[CH:19]([N:20]([CH2:21][CH3:22])[CH:23]([CH3:24])[CH3:25])([CH3:26])[CH3:27].[Cl:28][CH2:29][O:30][CH3:31].[Cl:32][CH2:33][Cl:34]>>[Br:1][c:2]1[c:3]([CH:11]2[O:12][CH2:13][C:14]([CH3:17])([CH3:18])[CH2:15][O:16]2)[c:4]([O:10][CH2:29][O:30][CH3:31])[c:5]([O:8][CH3:9])[cH:6][cH:7]1. The reactants are ClC1=C(C(=O)N)C=C(C(=C1)F)F (2-Chloro-4,5-difluorobenzamide), C(C(=O)Cl)(=O)Cl (oxalyl chloride). The solvent is ClCCl (dichloromethane). Product: ClC1=C(C(=O)N=C=O)C=C(C(=C1)F)F (2-Chloro-4,5-difluorobenzoyl isocyanate). As a reaction SMILES: [Cl:1][C:2]1[CH:10]=[C:9]([F:11])[C:8]([F:12])=[CH:7][C:3]=1[C:4]([NH2:6])=[O:5].C(Cl)(=O)[C:14](Cl)=[O:15]>ClCCl>[Cl:1][C:2]1[CH:10]=[C:9]([F:11])[C:8]([F:12])=[CH:7][C:3]=1[C:4]([N:6]=[C:14]=[O:15])=[O:5]. Reported procedure: 2-Chloro-4,5-difluorobenzamide was dissolved in dichloromethane, admixed with 1.5 eq. of oxalyl chloride and heated to reflux for 16 hours. The reaction mixture was concentrated under high vacuum and reacted in stage b without further purification. Starting materials: ClC1=C2C(C(NC2=CC=C1)=O)=[N+]=[N-] (4-chloro-3-diazooxindole), C(C#C)O (propargyl alcohol). Run in CCOCC (ether). Conditions: time 20 minute. Yields the product ClC=1C=2C=3N(C(NC2C=CC1)=O)N=C(C3)CO (10-Chloro-2-(hyroxymethyl)pyrazolo[1,5-c]quinazolin-5(6H)-one). Yield: 54.4%. As a reaction SMILES: [Cl:1][C:2]1[CH:10]=[CH:9][CH:8]=[C:7]2[C:3]=1[C:4](=[N+:12]=[N-:13])[C:5](=[O:11])[NH:6]2.[CH2:14]([OH:17])[C:15]#[CH:16]>CCOCC>[Cl:1][C:2]1[C:3]2[C:4]3[N:12]([N:13]=[C:15]([CH2:14][OH:17])[CH:16]=3)[C:5](=[O:11])[NH:6][C:7]=2[CH:8]=[CH:9][CH:10]=1. Procedure details: 2.0 g (0.0103 mole) of 4-chloro-3-diazooxindole, and 11.95 g (0.207 mole or 20 equivalents) of 97% propargyl alcohol are refluxed under N2 for hours. The reaction mixture is cooled, diluted with ether (200 ml) and stirred for 20 minutes. The cream-colored precipitates are filtered off, washed with ether and dried in vacuo over the weekend at 50°. Yield: 2.44 g, mp 295°-296°; 94.9% crude yield. The crude product is taken up in absolute ethanol, filtered while hot and the filtrate is concentrated ...